Dataset: the Open Reaction Database (ORD), a public repository of structured organic reaction records. Task: describe an organic reaction: reactants, conditions, products, and yield The reactants are O=C([O-])[O-], COc1cc(N2CCOCC2)ccc1N, FC(F)(F)c1cnc(Cl)cc1Nc1cccnc1, [Cs+], [Cs+], C1COCCO1, O=C(C=Cc1ccccc1)C=Cc1ccccc1, O=C(C=Cc1ccccc1)C=Cc1ccccc1, O=C(C=Cc1ccccc1)C=Cc1ccccc1, [Pd], [Pd]. Yields the product COc1cc(N2CCOCC2)ccc1Nc1cc(Nc2cccnc2)c(C(F)(F)F)cn1. Reaction SMILES: [C:34](=[O:35])([O-:36])[O-:37].[CH3:19][O:20][c:21]1[c:22]([NH2:23])[cH:24][cH:25][c:26]([N:28]2[CH2:29][CH2:30][O:31][CH2:32][CH2:33]2)[cH:27]1.[Cl:1][c:2]1[n:3][cH:4][c:5]([C:15]([F:16])([F:17])[F:18])[c:6]([NH:8][c:9]2[cH:10][n:11][cH:12][cH:13][cH:14]2)[cH:7]1.[Cs+:38].[Cs+:39].[O:40]1[CH2:41][CH2:42][O:43][CH2:44][CH2:45]1.[O:48]=[C:49]([CH:50]=[CH:51][c:52]1[cH:53][cH:54][cH:55][cH:56][cH:57]1)[CH:58]=[CH:59][c:60]1[cH:61][cH:62][cH:63][cH:64][cH:65]1.[O:66]=[C:67]([CH:68]=[CH:69][c:70]1[cH:71][cH:72][cH:73][cH:74][cH:75]1)[CH:76]=[CH:77][c:78]1[cH:79][cH:80][cH:81][cH:82][cH:83]1.[O:84]=[C:85]([CH:86]=[CH:87][c:88]1[cH:89][cH:90][cH:91][cH:92][cH:93]1)[CH:94]=[CH:95][c:96]1[cH:97][cH:98][cH:99][cH:100][cH:101]1.[Pd:46].[Pd:47]>>[c:2]1([NH:23][c:22]2[c:21]([O:20][CH3:19])[cH:27][c:26]([N:28]3[CH2:29][CH2:30][O:31][CH2:32][CH2:33]3)[cH:25][cH:24]2)[n:3][cH:4][c:5]([C:15]([F:16])([F:17])[F:18])[c:6]([NH:8][c:9]2[cH:10][n:11][cH:12][cH:13][cH:14]2)[cH:7]1. Starting materials: Cl (HCl), C(C1=CC=CC=C1)OC(NC1(CC1)C(NC1(CC1)C1=NC=CC(=C1)CNC(=O)OC(C)(C)C)=O)=O ((1-{1-[4-(tert-Butoxycarbonylamino-methyl)-pyridin-2-yl]-cyclopropylcarbamoyl}-cyclopropyl)-carbamic acid benzyl ester), resultant mixture. Run in O1CCOCC1 (1,4-dioxane). Reaction conditions: time 6 hour. The product is Cl.Cl.C(C1=CC=CC=C1)OC(NC1(CC1)C(NC1(CC1)C1=NC=CC(=C1)CN)=O)=O ({1-[1-(4-Aminomethyl-pyridin-2-yl)-cyclopropylcarbamoyl]-cyclopropyl}-carbamic acid benzyl ester di-hydrochloric acid salt). As a reaction SMILES: [ClH:1].[CH2:2]([O:9][C:10](=[O:36])[NH:11][C:12]1([C:15](=[O:35])[NH:16][C:17]2([C:20]3[CH:25]=[C:24]([CH2:26][NH:27]C(OC(C)(C)C)=O)[CH:23]=[CH:22][N:21]=3)[CH2:19][CH2:18]2)[CH2:14][CH2:13]1)[C:3]1[CH:8]=[CH:7][CH:6]=[CH:5][CH:4]=1>O1CCOCC1>[ClH:1].[ClH:1].[CH2:2]([O:9][C:10](=[O:36])[NH:11][C:12]1([C:15](=[O:35])[NH:16][C:17]2([C:20]3[CH:25]=[C:24]([CH2:26][NH2:27])[CH:23]=[CH:22][N:21]=3)[CH2:18][CH2:19]2)[CH2:13][CH2:14]1)[C:3]1[CH:8]=[CH:7][CH:6]=[CH:5][CH:4]=1 |f:3.4.5|. Reported procedure: 4M HCl solution in 1,4-dioxane (15 mL) was added to (1-{1-[4-(tert-Butoxycarbonylamino-methyl)-pyridin-2-yl]-cyclopropylcarbamoyl}-cyclopropyl)-carbamic acid benzyl ester (1.403 g, 2.92 mmol). The resultant mixture was allowed to stir at RT for 6 h. The mixture was concentrated to afford a light brown solid. This solid was washed with diethyl ether and dried in vacuo to afford 1.271 g of {1-[1-(4-Aminomethyl-pyridin-2-yl)-cyclopropylcarbamoyl]-cyclopropyl}-carbamic acid benzyl ester di-hydrochlo... The reactants are BrC1=C(C=CC=C1)C=1OC(=C(N1)C(=O)O)C(F)(F)F (2-(2-bromo-phenyl)-5-trifluoromethyl-oxazole-4-carboxylic acid), COCCN(C1=NC=C(C=N1)N)C (N2-(2-methoxy-ethyl)-N2-methyl-pyrimidine-2,5-diamine). Yields the product COCCN(C1=NC=C(C=N1)NC(=O)C=1N=C(OC1C(F)(F)F)C1=C(C=CC=C1)Br)C (2-(2-bromo-phenyl)-5-trifluoromethyl-oxazole-4-carboxylic acid {2-[(2-methoxy-ethyl)-methyl-amino]-pyrimidin-5-yl}-amide). Reaction SMILES: [Br:1][C:2]1[CH:7]=[CH:6][CH:5]=[CH:4][C:3]=1[C:8]1[O:9][C:10]([C:16]([F:19])([F:18])[F:17])=[C:11]([C:13]([OH:15])=O)[N:12]=1.[CH3:20][O:21][CH2:22][CH2:23][N:24]([CH3:32])[C:25]1[N:30]=[CH:29][C:28]([NH2:31])=[CH:27][N:26]=1>>[CH3:20][O:21][CH2:22][CH2:23][N:24]([CH3:32])[C:25]1[N:26]=[CH:27][C:28]([NH:31][C:13]([C:11]2[N:12]=[C:8]([C:3]3[CH:4]=[CH:5][CH:6]=[CH:7][C:2]=3[Br:1])[O:9][C:10]=2[C:16]([F:19])([F:18])[F:17])=[O:15])=[CH:29][N:30]=1. Procedure: With a procedure similar to example 16 above, 2-(2-bromo-phenyl)-5-trifluoromethyl-oxazole-4-carboxylic acid {2-[(2-methoxy-ethyl)-methyl-amino]-pyrimidin-5-yl}-amide was prepared from 2-(2-bromo-phenyl)-5-trifluoromethyl-oxazole-4-carboxylic acid and N2-(2-methoxy-ethyl)-N2-methyl-pyrimidine-2,5-diamine. LCMS calcd for C19H17BrF3N5O3 (m/e) 500, obsd 501 (M+H). Starting materials: CC(=O)OC(C)=O, CN(C)c1ccncc1, CCOC(C)=O, ClCCl, Nc1ccc(-c2nc(NC(=O)N(CCc3ccccn3)CCC(c3ccccc3)c3ccccc3)ns2)cc1, c1ccncc1. Product: CC(=O)Nc1ccc(-c2nc(NC(=O)N(CCc3ccccn3)CCC(c3ccccc3)c3ccccc3)ns2)cc1. As a reaction SMILES: [CH3:46][C:47](=[O:48])[O:49][C:50](=[O:51])[CH3:52].[CH3:56][N:57]([c:58]1[cH:59][cH:60][n:61][cH:62][cH:63]1)[CH3:64].[CH3:65][CH2:66][O:67][C:68]([CH3:69])=[O:70].[Cl:53][CH2:54][Cl:55].[NH2:1][c:2]1[cH:3][cH:4][c:5](-[c:8]2[n:9][c:10]([NH:13][C:14]([N:15]([CH2:16][CH2:17][c:18]3[n:19][cH:20][cH:21][cH:22][cH:23]3)[CH2:24][CH2:25][CH:26]([c:27]3[cH:28][cH:29][cH:30][cH:31][cH:32]3)[c:33]3[cH:34][cH:35][cH:36][cH:37][cH:38]3)=[O:39])[n:11][s:12]2)[cH:6][cH:7]1.[cH:40]1[cH:41][cH:42][n:43][cH:44][cH:45]1>>[NH:1]([c:2]1[cH:3][cH:4][c:5](-[c:8]2[n:9][c:10]([NH:13][C:14]([N:15]([CH2:16][CH2:17][c:18]3[n:19][cH:20][cH:21][cH:22][cH:23]3)[CH2:24][CH2:25][CH:26]([c:27]3[cH:28][cH:29][cH:30][cH:31][cH:32]3)[c:33]3[cH:34][cH:35][cH:36][cH:37][cH:38]3)=[O:39])[n:11][s:12]2)[cH:6][cH:7]1)[C:47]([CH3:46])=[O:48]. The reactants are [BH4-], Cc1cc(OCc2ccccc2)cc(C)c1C=O, CO, [Na+]. Product: Cc1cc(OCc2ccccc2)cc(C)c1CO. RXN SMILES: [BH4-:19].[CH2:1]([c:2]1[cH:3][cH:4][cH:5][cH:6][cH:7]1)[O:8][c:9]1[cH:10][c:11]([CH3:18])[c:12]([CH:13]=[O:14])[c:15]([CH3:17])[cH:16]1.[CH3:21][OH:22].[Na+:20]>>[CH2:1]([c:2]1[cH:3][cH:4][cH:5][cH:6][cH:7]1)[O:8][c:9]1[cH:10][c:11]([CH3:18])[c:12]([CH2:13][OH:14])[c:15]([CH3:17])[cH:16]1. Reactants: C(#N)C=1N=C(OC1)N1CC(C1)OS(=O)(=O)C (1-(4-cyano-1,3-oxazol-2-yl)-3-methanesulfonyloxyazetidine), C(C)(=S)[O-].[K+] (potassium thioacetate). Run in CN(C=O)C (dimethylformamide). Reaction conditions: temperature 80 celsius, time 5 hour. The product is C(C)(=O)SC1CN(C1)C=1OC=C(N1)C#N (3-acetylthio-1-(4-cyano-1,3-oxazol-2-yl)azetidine). Isolated yield 55.4%. Reaction SMILES: [C:1]([C:3]1[N:4]=[C:5]([N:8]2[CH2:11][CH:10](OS(C)(=O)=O)[CH2:9]2)[O:6][CH:7]=1)#[N:2].[C:17]([O-:20])(=[S:19])[CH3:18].[K+]>CN(C)C=O>[C:17]([S:19][CH:10]1[CH2:9][N:8]([C:5]2[O:6][CH:7]=[C:3]([C:1]#[N:2])[N:4]=2)[CH2:11]1)(=[O:20])[CH3:18] |f:1.2|. Reported procedure: To a solution of 1-(4-cyano-1,3-oxazol-2-yl)-3-methanesulfonyloxyazetidine (309 mg, 1.27 mmol) (obtained as described in Reference Example 23(3)) in dimethylformamide (15 ml) was added potassium thioacetate (0.87 g, 7.62 mmol) at room temperature. The reaction mixture was stirred in an oil bath (80° C.) for 5 hours. After checking the completion of the reaction, the reaction mixture was partitioned between ethyl acetate and saturated aqueous sodium hydrogencarbonate solution. The obtained organi... The reactants are CO, COc1cc2c(cc1-c1cccs1)C(C)CN(C(=O)C(F)(F)F)CC2, [Na+], [OH-], O. Product: COc1cc2c(cc1-c1cccs1)C(C)CNCC2. RXN SMILES: [CH3:28][OH:29].[F:1][C:2]([F:3])([F:4])[C:24]([N:5]1[CH2:6][CH2:7][c:8]2[c:9]([cH:13][c:14](-[c:19]3[s:20][cH:21][cH:22][cH:23]3)[c:15]([O:17][CH3:18])[cH:16]2)[CH:10]([CH3:12])[CH2:11]1)=[O:25].[Na+:27].[OH-:26].[OH2:30]>>[NH:5]1[CH2:6][CH2:7][c:8]2[c:9]([cH:13][c:14](-[c:19]3[s:20][cH:21][cH:22][cH:23]3)[c:15]([O:17][CH3:18])[cH:16]2)[CH:10]([CH3:12])[CH2:11]1. Reactants: Cn1c(=O)[nH]nc(Br)c1=O, CC(=O)[O-], CC(=O)[O-], ClCCl, [Cu+2], Cc1ccccc1B(O)O, c1ccncc1. Product: Cc1ccccc1-n1nc(Br)c(=O)n(C)c1=O. As a reaction SMILES: [Br:1][c:2]1[c:3](=[O:10])[n:4]([CH3:9])[c:5](=[O:8])[nH:6][n:7]1.[C:30]([O-:31])(=[O:32])[CH3:33].[C:35]([O-:36])(=[O:37])[CH3:38].[Cl:27][CH2:28][Cl:29].[Cu+2:34].[c:17]1([CH3:26])[c:18]([B:23]([OH:24])[OH:25])[cH:19][cH:20][cH:21][cH:22]1.[cH:11]1[cH:12][cH:13][n:14][cH:15][cH:16]1>>[Br:1][c:2]1[c:3](=[O:10])[n:4]([CH3:9])[c:5](=[O:8])[n:6](-[c:18]2[c:17]([CH3:26])[cH:22][cH:21][cH:20][cH:19]2)[n:7]1. Reactants: zinc aluminum spinel, C(C)(C)C1C(C(CCC1)C(C)C)N (2,6-diisopropylcyclohexylamine). The reagents and catalysts are [Pd] (palladium). Yields the product C(C)(C)C1=C(N)C(=CC=C1)C(C)C (2,6-Diisopropylaniline). Yield: 93.0%. Reaction SMILES: [CH:1]([CH:4]1[CH2:9][CH2:8][CH2:7][CH:6]([CH:10]([CH3:12])[CH3:11])[CH:5]1[NH2:13])([CH3:3])[CH3:2]>[Pd]>[CH:10]([C:6]1[CH:7]=[CH:8][CH:9]=[C:4]([CH:1]([CH3:3])[CH3:2])[C:5]=1[NH2:13])([CH3:12])[CH3:11]. Procedure: The procedure described in Example 27 is followed, using a catalyst which contains 1.0% by weight of palladium on a zinc/aluminum spinel and starting from 2,6-diisopropylcyclohexylamine. 2,6-Diisopropylaniline (boiling point=257° C.) is obtained in a yield of 93% of the theory. The reactants are C(C=C)C1=C(C=CC(=C1)OC1=CC=C(C=C1)F)O (2-allyl-4-(4-fluorophenoxy)phenol), Cl (HCl). Run in [OH-].[K+].C(C)O (KOH ethanol). The product is C(=CC)C1=C(C=CC(=C1)OC1=CC=C(C=C1)F)O (2-(1-propenyl)-4-(4-fluorophenoxy)phenol). RXN SMILES: [CH2:1]([C:4]1[CH:9]=[C:8]([O:10][C:11]2[CH:16]=[CH:15][C:14]([F:17])=[CH:13][CH:12]=2)[CH:7]=[CH:6][C:5]=1[OH:18])[CH:2]=[CH2:3].Cl>[OH-].[K+].C(O)C>[CH:1]([C:4]1[CH:9]=[C:8]([O:10][C:11]2[CH:16]=[CH:15][C:14]([F:17])=[CH:13][CH:12]=2)[CH:7]=[CH:6][C:5]=1[OH:18])=[CH:2][CH3:3] |f:2.3.4|. Reported procedure: A solution of 2-allyl-4-(4-fluorophenoxy)phenol, from above, in saturated KOH/ethanol (65 mls) was refluxed for 18 hrs. It was then cooled to r.t. and acidified to pH2 by that addition of 10% HCl The aqueous solution was then extracted with ethylacetate (3×200 mls). The organics were combined, dried with MgSO4 and concentrated to afford 17.52 g of 2-(1-propenyl)-4-(4-fluorophenoxy)phenol as a brownish oil which was used as is.